From a dataset of the Open Reaction Database (ORD), a public repository of structured organic reaction records. describe an organic reaction: reactants, conditions, products, and yield Reactants: CN(C=1C=C(OCC(=O)O)C=CC1)C (3-dimethylaminophenoxyacetic acid), C=1C=CC2=C(C1)N=NN2O (HOBt), CCN=C=NCCCN(C)C.Cl (EDC.HCl), C(C)(C)(C)NC(=O)[C@H]1N(CSC1(C)C)C([C@H]([C@H](CC1=CC=CC=C1)NC([C@H](CC)N)=O)O)=O ((R)-N-tert-butyl-3-{(2S,3S)-2-hydroxy-3-[(S)-2-aminobutanoyl]amino-4-phenylbutanoyl}-5,5-dimethyl-1,3-thiazolidine-4-carboxamide). The solvent is CN(C)C=O (DMF), C(C)(=O)OCC (ethyl acetate). Run at time 8 hour. Yields the product C(C)(C)(C)NC(=O)[C@H]1N(CSC1(C)C)C([C@H]([C@H](CC1=CC=CC=C1)NC([C@H](CC)NC(COC1=CC(=CC=C1)N(C)C)=O)=O)O)=O ((R)-N-tert-butyl-3-{(2S,3S)-2-hydroxy-3-[(S)-2-(3-dimethylaminophenoxyacetyl)aminobutanoyl]amino-4-phenylbutanoyl}-5,5-dimethyl-1,3-thiazolidine-4-carboxamide). The yield is 73.0%. RXN SMILES: [CH3:1][N:2]([CH3:14])[C:3]1[CH:4]=[C:5]([CH:11]=[CH:12][CH:13]=1)[O:6][CH2:7][C:8]([OH:10])=O.C1C=CC2N(O)N=NC=2C=1.CCN=C=NCCCN(C)C.Cl.[C:37]([NH:41][C:42]([C@@H:44]1[C:48]([CH3:50])([CH3:49])[S:47][CH2:46][N:45]1[C:51](=[O:69])[C@@H:52]([OH:68])[C@@H:53]([NH:61][C:62](=[O:67])[C@@H:63]([NH2:66])[CH2:64][CH3:65])[CH2:54][C:55]1[CH:60]=[CH:59][CH:58]=[CH:57][CH:56]=1)=[O:43])([CH3:40])([CH3:39])[CH3:38]>CN(C=O)C.C(OCC)(=O)C>[C:37]([NH:41][C:42]([C@@H:44]1[C:48]([CH3:50])([CH3:49])[S:47][CH2:46][N:45]1[C:51](=[O:69])[C@@H:52]([OH:68])[C@@H:53]([NH:61][C:62](=[O:67])[C@@H:63]([NH:66][C:8](=[O:10])[CH2:7][O:6][C:5]1[CH:11]=[CH:12][CH:13]=[C:3]([N:2]([CH3:1])[CH3:14])[CH:4]=1)[CH2:64][CH3:65])[CH2:54][C:55]1[CH:56]=[CH:57][CH:58]=[CH:59][CH:60]=1)=[O:43])([CH3:38])([CH3:39])[CH3:40] |f:2.3|. Procedure details: 3-dimethylaminophenoxyacetic acid (51 mg), HOBt (35mg), and EDC.HCl (53 mg) were added to a solution of H-Abu-Apns-Dmt-NHtBu (120 mg) obtained in the step 1 in DMF and the mixture was stirred overnight. After the addition of ethyl acetate, the reaction mixture was washed with 3% Na2CO3, 1N HCl, and 5% NaCl and dried over MgSO4. After filtration and concentration, the residue was purified using silica gel column chromatography to obtain the title compound (120 mg). Reactants: CCOCC, O=Cc1ccccc1Cl, c1ccc2[nH]nnc2c1, c1cc2c(s1)CCNC2. Product: Clc1ccccc1C(N1CCc2sccc2C1)n1nnc2ccccc21. RXN SMILES: [CH3:28][CH2:29][O:30][CH2:31][CH3:32].[Cl:19][c:20]1[c:21]([CH:22]=[O:23])[cH:24][cH:25][cH:26][cH:27]1.[nH:10]1[n:11][n:12][c:13]2[c:14]1[cH:15][cH:16][cH:17][cH:18]2.[s:1]1[cH:2][cH:3][c:4]2[c:9]1[CH2:8][CH2:7][NH:6][CH2:5]2>>[s:1]1[cH:2][cH:3][c:4]2[c:9]1[CH2:8][CH2:7][N:6]([CH:22]([n:10]1[n:11][n:12][c:13]3[c:14]1[cH:15][cH:16][cH:17][cH:18]3)[c:21]1[c:20]([Cl:19])[cH:27][cH:26][cH:25][cH:24]1)[CH2:5]2. Reactants: C[Li] (Methyl lithium), cuprous iodide, C(C)OC1=NC2=C(C(O1)=O)C(=CC=C2)CBr (2-ethoxy-5-bromomethyl-4H-3,1-benzoxazin-4-one). The solvent is CCOCC (ether), CCOCC (ether), O1CCCC1 (tetrahydrofuran). Conditions: temperature -25 celsius, time 25 minute. The product is C(C)OC1=NC2=C(C(O1)=O)C(=CC=C2)CC (2-ethoxy-5-ethyl-4H-3,1-benzoxazin-4-one). As a reaction SMILES: [CH3:1][Li].[CH2:3]([O:5][C:6]1[O:11][C:10](=[O:12])[C:9]2[C:13]([CH2:17]Br)=[CH:14][CH:15]=[CH:16][C:8]=2[N:7]=1)[CH3:4]>CCOCC.O1CCCC1>[CH2:3]([O:5][C:6]1[O:11][C:10](=[O:12])[C:9]2[C:13]([CH2:17][CH3:1])=[CH:14][CH:15]=[CH:16][C:8]=2[N:7]=1)[CH3:4]. Procedure details: Methyl lithium (4.69 ml, 1.4M, Aldrich) was added to a suspension of cuprous iodide (0.62 gm) in anhydrous ether under argon at -78° C. The solution was stirred at -25° C. for 25 min. This solution was added to a solution of 2-ethoxy-5-bromomethyl-4H-3,1-benzoxazin-4-one (200 mg) in 15 ml anhydrous ether and 3 ml dry tetrahydrofuran at -60° C. Reaction was monitored by TLC until reaction completion. The reaction was quenched with saturated ammonium chloride solution and filtered. The filtrate wa... Reactants: BrC1=NC=C(C(=C1)C)C(SC1=CC(=CC(=C1)F)F)C1=C(C=CC(=C1)F)F (2-bromo-5-[(2,5-difluorophenyl)[(3,5-difluorophenyl)thio]methyl]-4-methylpyridine), CCCCCC (hexane), C(CCC)[Li] (n-butyllithium), CN(C=O)C (N,N-dimethylformamide). Run in C1(=CC=CC=C1)C (toluene), O (water), C(C)(=O)OCC (Ethyl acetate). Reaction conditions: temperature -40 celsius, time 30 minute. Product: FC1=C(C=C(C=C1)F)C(C=1C(=CC(=NC1)C=O)C)SC1=CC(=CC(=C1)F)F (5-[(2,5-Difluorophenyl)[(3,5-difluorophenyl)thio]methyl]-4-methylpyridine-2-carbaldehyde). The yield is 65.3%. RXN SMILES: Br[C:2]1[CH:7]=[C:6]([CH3:8])[C:5]([CH:9]([C:19]2[CH:24]=[C:23]([F:25])[CH:22]=[CH:21][C:20]=2[F:26])[S:10][C:11]2[CH:16]=[C:15]([F:17])[CH:14]=[C:13]([F:18])[CH:12]=2)=[CH:4][N:3]=1.CCCCCC.C([Li])CCC.CN(C)[CH:40]=[O:41]>C1(C)C=CC=CC=1.C(OCC)(=O)C.O>[F:26][C:20]1[CH:21]=[CH:22][C:23]([F:25])=[CH:24][C:19]=1[CH:9]([S:10][C:11]1[CH:16]=[C:15]([F:17])[CH:14]=[C:13]([F:18])[CH:12]=1)[C:5]1[C:6]([CH3:8])=[CH:7][C:2]([CH:40]=[O:41])=[N:3][CH:4]=1. Procedure: To a solution of 2-bromo-5-[(2,5-difluorophenyl)[(3,5-difluorophenyl)thio]methyl]-4-methylpyridine (2.35 g, 5.31 mmol) in toluene (60 ml), a hexane solution of n-butyllithium (1.54 M, 4.14 ml, 6.38 mmol) was added in an argon atmosphere at −78° C. The reaction mixture was stirred for 30 minutes at −40° C., and then cooled again to −78° C., and N,N-dimethylformamide (0.494 ml, 6.38 mmol) was added. After completion of dropwise addition, the reaction mixture was Allowed to warm to 0° C., and water... Yields the product CN1c2ccccc2N(CCCO)c2ccccc2S1(=O)=O. Reaction SMILES: [CH3:40][OH:41].[O:1]1[CH2:2][CH2:3][CH2:4][CH2:5][CH:6]1[O:7][CH2:8][CH2:9][CH2:10][N:11]1[c:12]2[c:13]([cH:25][cH:26][cH:27][cH:28]2)[N:14]([CH3:24])[S:15](=[O:22])(=[O:23])[c:16]2[c:17]1[cH:18][cH:19][cH:20][cH:21]2.[c:29]1([CH3:30])[cH:31][cH:32][c:33]([S:34]([OH:35])(=[O:36])=[O:37])[cH:38][cH:39]1>>[OH:7][CH2:8][CH2:9][CH2:10][N:11]1[c:12]2[c:13]([cH:25][cH:26][cH:27][cH:28]2)[N:14]([CH3:24])[S:15](=[O:22])(=[O:23])[c:16]2[c:17]1[cH:18][cH:19][cH:20][cH:21]2. Starting materials: CO, CN1c2ccccc2N(CCCOC2CCCCO2)c2ccccc2S1(=O)=O, Cc1ccc(S(=O)(=O)O)cc1. Starting materials: ClC1=C(CN2C(=C(C3=CC=C(C=C23)C(=O)OC)C=O)CCC)C=CC=C1 (methyl 1-(2-chlorobenzyl)-3-formyl-2-propylindole-6-carboxylate), CC(C)=CC (2-methyl-2-butene), P(=O)(O)(O)[O-].[Na+] (sodium dihydrogenphoshate), Cl(=O)[O-].[Na+] (sodium chlorite), Cl (hydrochloric acid). Run in C(C)(C)(C)O (tert-butanol), O (water). Run at temperature 40 celsius, time 2 hour. The product is ClC1=C(CN2C(=C(C3=CC=C(C=C23)C(=O)OC)C(=O)O)CCC)C=CC=C1 (1-(2-chlorobenzyl)-6-methoxycarbonyl-2-propylindole-3-carboxylic acid). Isolated yield 34.3%. As a reaction SMILES: [Cl:1][C:2]1[CH:26]=[CH:25][CH:24]=[CH:23][C:3]=1[CH2:4][N:5]1[C:13]2[C:8](=[CH:9][CH:10]=[C:11]([C:14]([O:16][CH3:17])=[O:15])[CH:12]=2)[C:7]([CH:18]=[O:19])=[C:6]1[CH2:20][CH2:21][CH3:22].CC(=CC)C.P([O-])(O)(O)=[O:33].[Na+].Cl([O-])=O.[Na+].Cl>C(O)(C)(C)C.O>[Cl:1][C:2]1[CH:26]=[CH:25][CH:24]=[CH:23][C:3]=1[CH2:4][N:5]1[C:13]2[C:8](=[CH:9][CH:10]=[C:11]([C:14]([O:16][CH3:17])=[O:15])[CH:12]=2)[C:7]([C:18]([OH:33])=[O:19])=[C:6]1[CH2:20][CH2:21][CH3:22] |f:2.3,4.5|. Reported procedure: To a mixture of methyl 1-(2-chlorobenzyl)-3-formyl-2-propylindole-6-carboxylate (263 mg), 2-methyl-2-butene (220 mg) and sodium dihydrogenphoshate (128 mg) in a mixture of tert-butanol (7 ml) and water (1.3 ml) was added sodium chlorite (219 mg) at 20° C. The reaction mixture was stirred at 40° C. for 2 hours. The reaction mixture was acidified with 1N hydrochloric acid at 0° C. and extracted with chloroform three times. The organic phase was dried over sodium sulfate and evaporated in vacuo. Th...